The task is: describe an organic reaction: reactants, conditions, products, and yield. This data is from the Open Reaction Database (ORD), a public repository of structured organic reaction records. The reactants are CCO, N, CCOC(=O)c1nnc[nH]c1=O. Yields the product NC(=O)c1nnc[nH]c1=O. RXN SMILES: [CH3:14][CH2:15][OH:16].[NH3:13].[O:1]=[c:2]1[nH:3][cH:4][n:5][n:6][c:7]1[C:8]([O:10][CH2:9][CH3:11])=[O:12]>>[O:1]=[c:2]1[nH:3][cH:4][n:5][n:6][c:7]1[C:8](=[O:10])[NH2:13]. Reactants: COC=1C=C(C=C(C1)OC)F (3,5-dimethoxy fluorobenzene), ClCC(=O)Cl (chloroacetyl chloride), [Al+3].[Cl-].[Cl-].[Cl-] (AlCl3). Run in ClC(C)Cl (dichloroethane). Conditions: temperature 0 celsius, time 1 hour. Yields the product ClCC(=O)C1=C(C=C(C=C1OC)OC)F (2-Chloro-1-(2-fluoro-4,6-dimethoxy-phenyl)-ethanone). Reaction SMILES: [CH3:1][O:2][C:3]1[CH:4]=[C:5]([F:11])[CH:6]=[C:7]([O:9][CH3:10])[CH:8]=1.[Cl:12][CH2:13][C:14](Cl)=[O:15].[Al+3].[Cl-].[Cl-].[Cl-]>ClC(Cl)C>[Cl:12][CH2:13][C:14]([C:6]1[C:7]([O:9][CH3:10])=[CH:8][C:3]([O:2][CH3:1])=[CH:4][C:5]=1[F:11])=[O:15] |f:2.3.4.5|. Procedure details: A solution consisting of 3,5-dimethoxy fluorobenzene 26 (5.0 g, 32 mmol) and chloroacetyl chloride (4.3 g, 38 mmol) in dichloroethane (100 mL) was cooled to 0° C. and treated with AlCl3 (5.1 g, 38 mmol). The reaction was allowed to rt and stirred for 1 h and then washed with 2N HCl aq, brine, dried over MgSO4, filtered, concentrated and chromatographed on silica gel (1:9 EtOAc/hexanes to 2:8 EtOAc/hexanes) to yiled th product 27 (1.2 g) as a white solid: Mp 93-96° C. Procedure details: To a solution of 5-cyano-3-(3-hydroxypropyl)indole (1.00 g, 0.005 mol) in 30 mL of absolute ethanol was added 10% palladium-on-charcoal (1.00 g) and the mixture was hydrogenated on a Parr shaker at 40 psi for 6 h. The mixture was then filtered, through Celite, the filtercake was washed with additional ethanol and the filtrate was evaporated to give a colourless gum. Flash chromatography (SiO2 /MeCN-MeOH, 9:1 then MeCN-MeOH-NH4OH, 90:9:1) afforded the essentially pure title compound (0.67 g, 70%)... Conditions: time 6 hour. The reactants are C(#N)C=1C=C2C(=CNC2=CC1)CCCO (5-cyano-3-(3-hydroxypropyl)indole). Product: SiO2 MeCN MeOH, CC#N.CO.[NH4+].[OH-] (MeCN MeOH NH4OH), NCC=1C=C2C(=CNC2=CC1)CCCO (5-Aminomethyl-3-(3-hydroxypropyl)indole). Yield: 196.8%. Run in C(C)O (ethanol). The reagents and catalysts are [Pd] (palladium-on-charcoal). Reaction SMILES: [C:1]([C:3]1[CH:4]=[C:5]2[C:9](=[CH:10][CH:11]=1)[NH:8][CH:7]=[C:6]2[CH2:12][CH2:13][CH2:14][OH:15])#[N:2]>C(O)C.[Pd]>[CH3:3][C:1]#[N:2].[CH3:14][OH:15].[NH4+:2].[OH-:15].[NH2:2][CH2:1][C:3]1[CH:4]=[C:5]2[C:9](=[CH:10][CH:11]=1)[NH:8][CH:7]=[C:6]2[CH2:12][CH2:13][CH2:14][OH:15] |f:3.4.5.6|.